This data is from the Open Reaction Database (ORD), a public repository of structured organic reaction records. The task is: describe an organic reaction: reactants, conditions, products, and yield The reactants are [Br-], CC(C)(C)OC(=O)N1CC(=O)CC1C(=O)O, C=P(c1ccccc1)(c1ccccc1)c1ccccc1, C1CCOC1, C[P+](c1ccccc1)(c1ccccc1)c1ccccc1, [H-], [Na+], [Na+], O=C([O-])O. Product: C=C1CC(C(=O)O)N(C(=O)OC(C)(C)C)C1. As a reaction SMILES: [Br-:44].[C:23]([CH3:24])([CH3:25])([CH3:26])[O:27][C:28](=[O:29])[N:30]1[CH:31]([C:36](=[O:37])[OH:38])[CH2:32][C:33](=[O:35])[CH2:34]1.[CH2:1]=[P:2]([c:3]1[cH:4][cH:5][cH:6][cH:7][cH:8]1)([c:9]1[cH:10][cH:11][cH:12][cH:13][cH:14]1)[c:15]1[cH:16][cH:17][cH:18][cH:19][cH:20]1.[CH2:65]1[O:66][CH2:67][CH2:68][CH2:69]1.[CH3:45][P+:46]([c:47]1[cH:48][cH:49][cH:50][cH:51][cH:52]1)([c:53]1[cH:54][cH:55][cH:56][cH:57][cH:58]1)[c:59]1[cH:60][cH:61][cH:62][cH:63][cH:64]1.[H-:22].[Na+:21].[Na+:43].[O-:39][C:40]([OH:41])=[O:42]>>[CH2:1]=[C:33]1[CH2:32][CH:31]([C:36](=[O:37])[OH:38])[N:30]([C:28]([O:27][C:23]([CH3:24])([CH3:25])[CH3:26])=[O:29])[CH2:34]1. Starting materials: C(#N)C1=CC=C(C(=O)N)C=C1 (4-cyanobenzamide), ClCC(=O)CCl (1,3-dichloroacetone). Product: ClCC=1N=C(OC1)C1=CC=C(C=C1)C#N (4-chloromethyl-2-(4-cyanophenyl)oxazole). Yield: 41.0%. As a reaction SMILES: [C:1]([C:3]1[CH:11]=[CH:10][C:6]([C:7]([NH2:9])=[O:8])=[CH:5][CH:4]=1)#[N:2].[Cl:12][CH2:13][C:14]([CH2:16]Cl)=O>>[Cl:12][CH2:13][C:14]1[N:9]=[C:7]([C:6]2[CH:10]=[CH:11][C:3]([C:1]#[N:2])=[CH:4][CH:5]=2)[O:8][CH:16]=1. Procedure details: In substantially the same manner as in Reference Example 31, 4-cyanobenzamide was allowed to react with 1,3-dichloroacetone to give 4-chloromethyl-2-(4-cyanophenyl)oxazole. The yield was 41%. Recrystallization form ethyl acetate-hexane gave colorless prisms, mp 134-135° C. Reactants: C1(=CC=C(C=C1)S(=O)(=O)[O-])C.[NH+]1=CC=CC=C1 (pyridinium para-toluenesulfonate), C([C@H](O)C)(=O)OCC(C)C (isobutyl (R)-(+)-lactate), C(=C)OCCCC (n-butyl vinyl ether). Run in C(C)(=O)OCC (ethyl acetate). Reaction conditions: time 4 hour. The product is C(CCC)OC(C)O[C@@H](C(=O)OCC(C)C)C (Isobutyl (R)-(+)-2-(1-n-Butoxyethoxy)propionate). Isolated yield 95.0%. As a reaction SMILES: C1(C)C=CC(S([O-])(=O)=O)=CC=1.[NH+]1C=CC=CC=1.[C:18]([O:23][CH2:24][CH:25]([CH3:27])[CH3:26])(=[O:22])[C@@H:19]([CH3:21])[OH:20].[CH:28]([O:30][CH2:31][CH2:32][CH2:33][CH3:34])=[CH2:29]>C(OCC)(=O)C>[CH2:31]([O:30][CH:28]([O:20][C@H:19]([CH3:21])[C:18]([O:23][CH2:24][CH:25]([CH3:27])[CH3:26])=[O:22])[CH3:29])[CH2:32][CH2:33][CH3:34] |f:0.1|. Procedure: A catalytic amount of pyridinium para-toluenesulfonate was added to 29.2 g (0.2 mole) of isobutyl (R)-(+)-lactate and 22.0 g (0.22 mole) of n-butyl vinyl ether. The resulting mixture was stirred at room temperature for 4 hours to give rise to a reaction. Thereto was added 100 ml of ethyl acetate, followed by washing with 100 ml of a saturated aqueous sodium hydrogen carbonate solution, 40 ml of water and 40 ml of a saturated aqueous sodium chloride solution in this order. The washed material was... The reactants are ClCCl (dichloromethane), NC=1C(=NON1)C=1N(C2=C(C=NC=C2CNC2CCNCC2)N1)CC ([2-(4-Amino-furazan-3-yl)-1-ethyl-1H-imidazo[4,5-c]pyridin-7-ylmethyl]-piperidin-4-yl-amine), CN1C2CC(CC1CC2)N (8-Methyl-8-aza-bicyclo[3.2.1]oct-3-ylamine), ClCCl (dichloromethane), [BH4-].[Na+] (Sodium borohydride). The solvent is C(C)(=O)O (acetic acid). Conditions: time 20 minute. Yields the product Cl.Cl.NC=1C(=NON1)C=1N(C2=C(C=NC=C2CNC2CC3CCC(C2)N3C)N1)CC ([2-(4-Amino-furazan-3-yl)-1-ethyl-1-H-imidazo[4,5-c]pyridin-7-ylmethyl]-(8-methyl-8-aza-bicyclo[3.2.1]oct-3-yl)-amine dihydrochloride). Reaction SMILES: [NH2:1][C:2]1[C:3]([C:7]2[N:8]([CH2:24][CH3:25])[C:9]3[C:14]([CH2:15]NC4CCNCC4)=[CH:13][N:12]=[CH:11][C:10]=3[N:23]=2)=[N:4][O:5][N:6]=1.[CH3:26][N:27]1[CH:32]2[CH2:33][CH2:34][CH:28]1[CH2:29][CH:30]([NH2:35])[CH2:31]2.[BH4-].[Na+].[Cl:38]CCl>C(O)(=O)C>[ClH:38].[ClH:38].[NH2:1][C:2]1[C:3]([C:7]2[N:8]([CH2:24][CH3:25])[C:9]3[C:14]([CH2:15][NH:35][CH:30]4[CH2:29][CH:28]5[N:27]([CH3:26])[CH:32]([CH2:33][CH2:34]5)[CH2:31]4)=[CH:13][N:12]=[CH:11][C:10]=3[N:23]=2)=[N:4][O:5][N:6]=1 |f:2.3,6.7.8|. Reported procedure: The product of Example 191 Step 1 (150 mg, 0.58 mmole) in 5% acetic acid and dichloromethane (5 ml) was treated with 8-Methyl-8-aza-bicyclo[3.2.1]oct-3-ylamine (179 mg, 1.2 mmole) and stirred at ambient temperature for 20 minutes. Sodium borohydride (13 mg, 0.34 mmol) was added and the reaction mixture stirred at ambient temperature for 20 hours. The product was diluted with dichloromethane, washed water followed by saturated brine, dried over sodium sulphate and concentrated in vacuo. The resid... Reactants: C(C)(C)(C)C1=CC(=C(C=C1O)C(CCCC(=O)OC)(C)C)O (methyl 5-(4-t-butyl-2,5-dihydroxyphenyl)-5-methylhexanoate), n-hexyl ester, C(CCCCC)O (n-hexanol), C[O-].[Na+] (sodium methoxide). The solvent is CCOCC (ether). Product: C(C)(C)(C)C1=CC(=C(C=C1O)C(CCCC(=O)OCCCCCC)(C)C)O (n-hexyl 5-(4-t-butyl-2,5-dihydroxyphenyl)-5-methyl-hexanoate). RXN SMILES: [C:1]([C:5]1[C:10]([OH:11])=[CH:9][C:8]([C:12]([CH3:21])([CH3:20])[CH2:13][CH2:14][CH2:15][C:16]([O:18][CH3:19])=[O:17])=[C:7]([OH:22])[CH:6]=1)([CH3:4])([CH3:3])[CH3:2].[CH2:23](O)[CH2:24][CH2:25][CH2:26][CH2:27]C.C[O-].[Na+]>CCOCC>[C:1]([C:5]1[C:10]([OH:11])=[CH:9][C:8]([C:12]([CH3:21])([CH3:20])[CH2:13][CH2:14][CH2:15][C:16]([O:18][CH2:19][CH2:23][CH2:24][CH2:25][CH2:26][CH3:27])=[O:17])=[C:7]([OH:22])[CH:6]=1)([CH3:4])([CH3:2])[CH3:3] |f:2.3|. Procedure: 5 Parts of methyl 5-(4-t-butyl-2,5-dihydroxyphenyl)-5-methylhexanoate is converted to the corresponding n-hexyl ester after reaction with 20 parts n-hexanol and 0.25 part of sodium methoxide in a sealed glass tube for 7 days. The reaction mixture is diluted with ether, washed with dilute hydrochloric acid, then water, and stripped of ether and excess hexanol under reduced pressure to give a residue. Short-path distillation of the residue at 0.4 mb yields n-hexyl 5-(4-t-butyl-2,5-dihydroxyphenyl)... The reactants are IN1C(CCC1=O)=O (N-iodosuccinimide), NC1=CC(=C(C#N)C=C1)C(F)(F)F (4-Amino-2-trifluoromethyl-benzonitrile), O.C1(=CC=C(C=C1)S(=O)(=O)O)C (p-toluenesulfonic acid monohydrate), CO (methanol). The solvent is C1CCOC1 (THF), [Al] (aluminium). Product: NC1=CC(=C(C#N)C=C1I)C(F)(F)F (4-Amino-5-iodo-2-trifluoromethyl-benzonitrile). RXN SMILES: [NH2:1][C:2]1[CH:9]=[CH:8][C:5]([C:6]#[N:7])=[C:4]([C:10]([F:13])([F:12])[F:11])[CH:3]=1.O.C1(C)C=CC(S(O)(=O)=O)=CC=1.CO.[I:28]N1C(=O)CCC1=O>[Al].C1COCC1>[NH2:1][C:2]1[C:9]([I:28])=[CH:8][C:5]([C:6]#[N:7])=[C:4]([C:10]([F:11])([F:12])[F:13])[CH:3]=1 |f:1.2|. Procedure details: 4-Amino-2-trifluoromethyl-benzonitrile (20.44 g, 109.79 mmoles) and p-toluenesulfonic acid monohydrate (1.05 g, 5.52 mmoles) were dissolved methanol (200 mL) and THF (200 mL), and the reaction mixture was stirred under a nitrogen atmosphere. The reaction vessel was wrapped in aluminium foil, while the solution was stirred for 20 min., then N-iodosuccinimide (30.41 g, 135.17 mmoles) was added and the reaction was allowed to stir overnight (16 hrs). The reaction mixture was concentrated in vacuo, ...